From a dataset of the Open Reaction Database (ORD), a public repository of structured organic reaction records. describe an organic reaction: reactants, conditions, products, and yield The reactants are CNC (dimethylamine), ClS(=O)(=O)CC1=C(C(=O)OC)C=CC=C1 (methyl 2-[(chlorosulfonyl)methyl]benzoate). Yields the product 34.9, CN(S(=O)(=O)CC1=C(C(=O)O)C=CC=C1)C (2-[(dimethylamino)sulfonylmethyl]benzoic acid). Procedure: Liquified dimethylamine (73 ml) was added slowly with cooling to a 15% (w/w) solution of methyl 2-[(chlorosulfonyl)methyl]benzoate (42.0 g) in chlorobenzene. When addition was complete, the suspension was stirred 0.5 hour at room temperature, then filtered. The filtrate was concentrated to approximately 250 ml and added dropwise to a mixture of 150 ml of ethanol, 50 ml of water and 40 ml of 50% sodium hydroxide. The resulting suspension was stirred overnight at room temperature. The reaction sol... Run at time 0.5 hour. Run in ClC1=CC=CC=C1 (chlorobenzene). Reaction SMILES: [CH3:1][NH:2][CH3:3].Cl[S:5]([CH2:8][C:9]1[CH:18]=[CH:17][CH:16]=[CH:15][C:10]=1[C:11]([O:13]C)=[O:12])(=[O:7])=[O:6]>ClC1C=CC=CC=1>[CH3:1][N:2]([CH3:3])[S:5]([CH2:8][C:9]1[CH:18]=[CH:17][CH:16]=[CH:15][C:10]=1[C:11]([OH:13])=[O:12])(=[O:7])=[O:6]. Starting materials: N=C=N (carbodiimide), C(CC)N(CCC)CC1=CC=C(C=C1)N (4-dipropylaminomethyl phenylamine), N1C(=NC=C1)CN(CC=1NC=CN1)CC1=CC=C(C(=O)O)C=C1 (4-[N,N-bis-(imidazol-2-ylmethyl)aminomethyl]-benzoic acid), C=1C=CC2=C(C1)N=NN2O (HOBt). Solvent: CN(C)C=O (DMF). Conditions: time 12 hour. Yields the product N1C(=NC=C1)CN(CC=1NC=CN1)CC1=CC=C(C(=O)NC2=CC=C(C=C2)CN(CCC)CCC)C=C1 (4-{[bis(1H-imidazol-2-ylmethyl)-amino]-methyl}-N-(4-dipropylaminomethylphenyl)-benzamide). RXN SMILES: [CH2:1]([N:4]([CH2:8][C:9]1[CH:14]=[CH:13][C:12]([NH2:15])=[CH:11][CH:10]=1)[CH2:5][CH2:6][CH3:7])[CH2:2][CH3:3].[NH:16]1[CH:20]=[CH:19][N:18]=[C:17]1[CH2:21][N:22]([CH2:29][C:30]1[CH:38]=[CH:37][C:33]([C:34](O)=[O:35])=[CH:32][CH:31]=1)[CH2:23][C:24]1[NH:25][CH:26]=[CH:27][N:28]=1.C1C=CC2N(O)N=NC=2C=1.N=C=N>CN(C=O)C>[NH:16]1[CH:20]=[CH:19][N:18]=[C:17]1[CH2:21][N:22]([CH2:29][C:30]1[CH:38]=[CH:37][C:33]([C:34]([NH:15][C:12]2[CH:13]=[CH:14][C:9]([CH2:8][N:4]([CH2:5][CH2:6][CH3:7])[CH2:1][CH2:2][CH3:3])=[CH:10][CH:11]=2)=[O:35])=[CH:32][CH:31]=1)[CH2:23][C:24]1[NH:28][CH:27]=[CH:26][N:25]=1. Procedure: The compound (57.2 mg) obtained in Example 19-2, the compound (106 mg) obtained in Example 2-2, and HOBt (162 mg) were dissolved in anhydrous DMF (2.5 ml) and then added with PS-carbodiimide (manufactured by Argonaut Technologies, Inc.) (419 mg), followed by stirring at room temperature for 12 hours. After completion of the reaction, the solution was filtrated and the solvent was then distilled off. The residue was dissolved in chloroform and then washed with 1 mol/l sodium hydroxide and saturat... Starting materials: O=C(Cl)c1cc2c(s1)-c1cc(Br)ccc1OCC2, CN(C)C=O, Nc1ccccc1Cl, O=C(Cl)C(=O)Cl. The product is O=C(Nc1ccccc1Cl)c1cc2c(s1)-c1cc(Br)ccc1OCC2. As a reaction SMILES: [Br:9][c:10]1[cH:11][cH:12][c:13]2[c:14]([cH:26]1)-[c:15]1[s:16][c:17]([C:23](=[O:24])[Cl:25])[cH:18][c:19]1[CH2:20][CH2:21][O:22]2.[CH3:33][N:34]([CH3:35])[CH:36]=[O:37].[Cl:1][c:2]1[c:3]([NH2:4])[cH:5][cH:6][cH:7][cH:8]1.[Cl:27][C:28]([C:29]([Cl:30])=[O:31])=[O:32]>>[Cl:1][c:2]1[c:3]([NH:4][C:23]([c:17]2[s:16][c:15]3[c:19]([cH:18]2)[CH2:20][CH2:21][O:22][c:13]2[cH:12][cH:11][c:10]([Br:9])[cH:26][c:14]2-3)=[O:24])[cH:5][cH:6][cH:7][cH:8]1.